Dataset: the Open Reaction Database (ORD), a public repository of structured organic reaction records. Task: describe an organic reaction: reactants, conditions, products, and yield Starting materials: NC1=C2C=CN=CC2=CC=C1 (5-aminoisoquinoline), [H-].[Na+] (NaH), FC(C1=CC=C(C=C1)/C(=C/C(=O)O)/C)(F)F ((2E)-3-[4-(trifluoromethyl)phenyl]-2-butenoic acid), C(C(=O)Cl)(=O)Cl (oxalyl chloride). Reagents/catalysts: CN(C)C=O (DMF). The solvent is CN(C)C=O (DMF), C(Cl)Cl (CH2Cl2), O (water). Conditions: time 45 minute. Yields the product C1=NC=CC2=C(C=CC=C12)NC(\C=C(/C)\C1=CC=C(C=C1)C(F)(F)F)=O ((2E)-N-5-isoquinolinyl-3-[4-(trifluoromethyl)phenyl]-2-butenamide). Reaction SMILES: [F:1][C:2]([F:16])([F:15])[C:3]1[CH:8]=[CH:7][C:6](/[C:9](/[CH3:14])=[CH:10]/[C:11]([OH:13])=O)=[CH:5][CH:4]=1.C(Cl)(=O)C(Cl)=O.[NH2:23][C:24]1[CH:33]=[CH:32][CH:31]=[C:30]2[C:25]=1[CH:26]=[CH:27][N:28]=[CH:29]2.[H-].[Na+]>C(Cl)Cl.CN(C=O)C.O>[CH:29]1[C:30]2[C:25](=[C:24]([NH:23][C:11](=[O:13])/[CH:10]=[C:9](/[C:6]3[CH:5]=[CH:4][C:3]([C:2]([F:1])([F:16])[F:15])=[CH:8][CH:7]=3)\[CH3:14])[CH:33]=[CH:32][CH:31]=2)[CH:26]=[CH:27][N:28]=1 |f:3.4|. Procedure: The product from Example 142C (0.23 g, 1.00 mmol) in CH2Cl2 (5 mL) was treated with oxalyl chloride (0.15 g, 1.2 mmol), 1 drop of DMF, and stirred at ambient temperature for 45 minutes. The mixture was treated with a solution of 5-aminoisoquinoline (0.14 g, 1.0 mmol) and 98% NaH (0.048 g, 1.2 mmol) in DMF (5 mL) prepared separately by stirring for 45 minutes. The resulting mixture was stirred for 15 minutes, poured into water, and extracted with CH2Cl2. The organic phase was dried (MgSO4), evapo... Reactants: [Li+].[OH-] (LiOH), C(Cl)Cl (DCM), COC(CC1=CC(=C(C=C1)C1=NOC(=C1C(NCCOC1=C(C=C(C=C1)Cl)Cl)=O)C1=CC=CC=C1)Cl)=O ((3-Chloro-4-{4-[2-(2,4-dichloro-phenoxy)-ethyl-carbamoyl]-5-phenyl-isoxazol-3-yl}-phenyl)-acetic acid methyl ester), Cl (HCl). Run in O (H2O), C1CCOC1 (THF). Conditions: time 6 hour. The product is ClC=1C=C(C=CC1C1=NOC(=C1C(CCCOC1=C(C=C(C=C1)Cl)Cl)=O)C1=CC=CC=C1)CC(=O)O ((3-Chloro-4-{4-[4-(2,4-dichloro-phenoxy)-butyryl]-5-phenyl-isoxazol-3-yl}-phenyl)-acetic acid). Reaction SMILES: C[O:2][C:3](=[O:37])[CH2:4][C:5]1[CH:10]=[CH:9][C:8]([C:11]2[C:15]([C:16](=[O:29])NCCOC3C=CC(Cl)=CC=3Cl)=[C:14]([C:30]3[CH:35]=[CH:34][CH:33]=[CH:32][CH:31]=3)[O:13][N:12]=2)=[C:7]([Cl:36])[CH:6]=1.[Li+].[OH-:39].[ClH:40].[CH2:41]([Cl:43])Cl>C1COCC1.O>[Cl:36][C:7]1[CH:6]=[C:5]([CH2:4][C:3]([OH:2])=[O:37])[CH:10]=[CH:9][C:8]=1[C:11]1[C:15]([C:16](=[O:29])[CH2:9][CH2:8][CH2:11][O:39][C:7]2[CH:6]=[CH:5][C:4]([Cl:40])=[CH:3][C:41]=2[Cl:43])=[C:14]([C:30]2[CH:31]=[CH:32][CH:33]=[CH:34][CH:35]=2)[O:13][N:12]=1 |f:1.2|. Reported procedure: Crude (3-Chloro-4-{4-[2-(2,4-dichloro-phenoxy)-ethylcarbamoyl]-5-phenyl-isoxazol-3-yl}-phenyl)-acetic acid methyl ester 45 is dissolved in THF (5 mL). A solution of 1 M LiOH in H2O (3.5 mL) is added and the mixture is stirred for 6 h at room temperature. The mixture is acidified with 1 M HCl (3 mL), DCM (50 mL) is added and the organic layer washed with H2O (2×30 mL). The organic layer is dried (MgSO4), filtered, concentrated and purified on reverse phase HPLC (H2O/MeCN gradient) to afford the t... Starting materials: CC1=CC=C(C=C1)S(=O)(=O)OCC1OC2=C(C1)C=CC=C2C2=C(C(=CC=C2)C)C ((±)-[7-(2,3-dimethylphenyl)-2,3-dihydro-1-benzofuran-2-yl]methyl 4-methylbenzenesulfonate), N(=[N+]=[N-])CC1OC2=C(C1)C=CCC2(N)C2=C(C(=CC=C2)Cl)Cl ((±)-2-(azidomethyl)-7-(2,3-dichlorophenyl)-2,3-dihydro-1-benzofuran-7 amine), N(=[N+]=[N-])CC1OC2=C(C1)C=CCC2(N)C2=C(C(=CC=C2)Cl)Cl ((±)-2-(azidomethyl)-7-(2,3-dichlorophenyl)-2,3-dihydro-1-benzofuran-7 amine), Cl (hydrogen chloride), [N-]=[N+]=[N-].[Na+] (sodium azide), Intermediate 98, C1(=CC=CC=C1)P(C1=CC=CC=C1)C1=CC=CC=C1 (triphenyl phosphine). Run in O1CCCC1 (tetrahydrofuran), C(C)(C)O (isopropanol). Run at time 12 hour. Yields the product CC1=C(C=CC=C1C)C1=CC=CC=2CC(OC21)CN ((±)-1-[7-(2,3-dimethylphenyl)-2,3-dihydro-1-benzofuran-2-yl]methanamine). Yield: 54.0%. Reaction SMILES: CC1C=CC(S(O[CH2:12][CH:13]2[CH2:17][C:16]3[CH:18]=[CH:19][CH:20]=[C:21]([C:22]4[CH:27]=[CH:26][CH:25]=[C:24]([CH3:28])[C:23]=4[CH3:29])[C:15]=3[O:14]2)(=O)=O)=CC=1.[N-:30]=[N+]=[N-].[Na+].N(CC1CC2C=CCC(C3C=CC=C(Cl)C=3Cl)(N)C=2O1)=[N+]=[N-].C1(P(C2C=CC=CC=2)C2C=CC=CC=2)C=CC=CC=1.Cl>O1CCCC1.C(O)(C)C>[CH3:29][C:23]1[C:24]([CH3:28])=[CH:25][CH:26]=[CH:27][C:22]=1[C:21]1[C:15]2[O:14][CH:13]([CH2:12][NH2:30])[CH2:17][C:16]=2[CH:18]=[CH:19][CH:20]=1 |f:1.2|. Reported procedure: Treatment of (±)-(7-bromo-2,3-dihydro-1-benzofuran-2-yl)methyl 4-methylbenzenesulfonate (0.50 g, 1.305 mmol) with (2,3-dimethyl-phenyl)boronic acid (0.294 g, 1.96 mmol), dichlorobis(tri-o-tolylphosphine)-palladium(II) (0.041 g, 0.052 mmol), and potassium carbonate (0.41 g, 3.25 mmol) generally according to the procedure described for Intermediate 37 provided 0.335 g (62%) of (±)-[7-(2,3-dimethylphenyl)-2,3-dihydro-1-benzofuran-2-yl]methyl 4-methylbenzenesulfonate. Treatment of (±)-[7-(2,3-dimeth... Reactants: BrC=1C(=CC(=C(C1)[C@]12N=C(SC[C@H]1CCO2)NC(OC(C)(C)C)=O)F)F ((±)-tert-butyl (4aS,7aS)-7a-(5-bromo-2,4-difluorophenyl)-4a,5,6,7a-tetrahydro-4H-furo[2,3-d][1,3]thiazin-2-ylcarbamate), C(#CC)C=1C=C(C=NC1)B(O)O (5-(prop-1-ynyl)pyridin-3-ylboronic acid), C([O-])([O-])=O.[Cs+].[Cs+] (cesium carbonate), BrC=1C(=CC(=C(C1)[C@@]12N=C(SC[C@@H]1CCO2)NC(OC(C)(C)C)=O)F)F ((±)-tert-butyl (4aR,7aR)-7a-(5-bromo-2,4-difluorophenyl)-4a,5,6,7a-tetrahydro-4H-furo[2,3-d][1,3]thiazin-2-ylcarbamate), FC1=C(C=O)C=C(C=C1)[N+](=O)[O-] (2-fluoro-5-nitrobenzaldehyde), BrC=1C(=CC(=C(C=O)C1)F)F (5-bromo-2,4-difluorobenzaldehyde), FC1=C(C=C(C=C1)[N+](=O)[O-])[C@]12N=C(SC[C@H]1CCO2)NC(OC(C)(C)C)=O ((±)-tert-butyl (4aS,7aS)-7a-(2-fluoro-5-nitrophenyl)-4a,5,6,7a-tetrahydro-4H-furo[2,3-d][1,3]thiazin-2-ylcarbamate). The reagents and catalysts are Cl[Pd]([P](C1=CC=CC=C1)(C2=CC=CC=C2)C3=CC=CC=C3)([P](C4=CC=CC=C4)(C5=CC=CC=C5)C6=CC=CC=C6)Cl (PdCl2(PPh3)2). The solvent is COCCOC (DME), CCO (EtOH), O (water). Run at temperature 100 celsius. Product: FC1=C(C=C(C(=C1)F)C=1C=NC=C(C1)C#CC)[C@@]12N=C(SC[C@@H]1CCO2)NC(OC(C)(C)C)=O ((±)-tert-butyl (4aR,7aR)-7a-(2,4-difluoro-5-(5-(prop-1-ynyl)pyridin-3-yl)phenyl)-4a,5,6,7a-tetrahydro-4H-furo[2,3-d][1,3]thiazin-2-ylcarbamate). As a reaction SMILES: Br[C:2]1[C:3]([F:26])=[CH:4][C:5]([F:25])=[C:6]([C@:8]23[O:16][CH2:15][CH2:14][C@H:13]2[CH2:12][S:11][C:10]([NH:17][C:18](=[O:24])[O:19][C:20]([CH3:23])([CH3:22])[CH3:21])=[N:9]3)[CH:7]=1.BrC1C(F)=CC(F)=C(C=1)C=O.F[C:39]1[CH:44]=[CH:43][C:42]([N+]([O-])=O)=[CH:41][C:40]=1[C@@:48]12OCC[C@@H]1CS[C:50](NC(=O)OC(C)(C)C)=[N:49]2.FC1C=CC([N+]([O-])=O)=CC=1C=O.BrC1C(F)=CC(F)=C([C@@]23OCC[C@@H]2CSC(NC(=O)OC(C)(C)C)=N3)C=1.C(C1C=C(B(O)O)C=NC=1)#CC.C(=O)([O-])[O-].[Cs+].[Cs+]>COCCOC.CCO.O.Cl[Pd](Cl)([P](C1C=CC=CC=1)(C1C=CC=CC=1)C1C=CC=CC=1)[P](C1C=CC=CC=1)(C1C=CC=CC=1)C1C=CC=CC=1>[F:25][C:5]1[CH:4]=[C:3]([F:26])[C:2]([C:40]2[CH:48]=[N:49][CH:50]=[C:42]([C:43]#[C:44][CH3:39])[CH:41]=2)=[CH:7][C:6]=1[C@:8]12[O:16][CH2:15][CH2:14][C@H:13]1[CH2:12][S:11][C:10]([NH:17][C:18](=[O:24])[O:19][C:20]([CH3:23])([CH3:22])[CH3:21])=[N:9]2 |f:6.7.8,^1:133,152|. Procedure: (±)-tert-butyl (4aR,7aR)-7a-(5-bromo-2,4-difluorophenyl)-4a,5,6,7a-tetrahydro-4H-furo[2,3-d][1,3]thiazin-2-ylcarbamate was made from 5-bromo-2,4-difluorobenzaldehyde in the same fashion as (±)-tert-butyl (4aS,7aS)-7a-(2-fluoro-5-nitrophenyl)-4a,5,6,7a-tetrahydro-4H-furo[2,3-d][1,3]thiazin-2-ylcarbamate from 2-fluoro-5-nitrobenzaldehyde (Step A to Step F, Preparation 1). A mixture of (±)-tert-butyl (4aS,7aS)-7a-(5-bromo-2,4-difluorophenyl)-4a,5,6,7a-tetrahydro-4H-furo[2,3-d][1,3]thiazin-2-ylcarba...